From a dataset of the Open Reaction Database (ORD), a public repository of structured organic reaction records. describe an organic reaction: reactants, conditions, products, and yield Starting materials: NC(=O)c1cccc(N2CC(c3cccc(OCc4ccccc4)c3)CC2=O)c1, CCO. The product is NC(=O)c1cccc(N2CC(c3cccc(O)c3)CC2=O)c1. RXN SMILES: [CH2:1]([c:2]1[cH:3][cH:4][cH:5][cH:6][cH:7]1)[O:8][c:9]1[cH:10][c:11]([CH:15]2[CH2:16][C:17](=[O:29])[N:18]([c:20]3[cH:21][c:22]([C:23](=[O:24])[NH2:25])[cH:26][cH:27][cH:28]3)[CH2:19]2)[cH:12][cH:13][cH:14]1.[CH3:30][CH2:31][OH:32]>>[OH:8][c:9]1[cH:10][c:11]([CH:15]2[CH2:16][C:17](=[O:29])[N:18]([c:20]3[cH:21][c:22]([C:23](=[O:24])[NH2:25])[cH:26][cH:27][cH:28]3)[CH2:19]2)[cH:12][cH:13][cH:14]1. Starting materials: C(C)(C)(C)C=1N=C(SC1)C=1OC2=C(C1)C=C(C=C2)OCC2=C(C=CC=C2)CC#N (4-tert-butyl-2-[5-(2-cyanomethylphenylmethoxy)benzofuran-2-yl]thiazole), [OH-].[K+] (potassium hydroxide), Cl (hydrochloric acid), Cl (hydrochloric acid), ice water, C(O)([O-])=O.[Na+] (sodium hydrogen carbonate). Solvent: COCCOCCO (diethylene glycol monomethyl ether), [OH-].[Na+] (sodium hydroxide). Reaction conditions: temperature 115 celsius. Yields the product Cl.C(C)(C)(C)C=1N=C(SC1)C=1OC2=C(C1)C=C(C=C2)OCC2=C(C=CC=C2)CC(=O)O (4-tert-butyl-2-[5-(2 -carboxymethylphenylmethoxy)benzofuran-2-yl]thiazole hydrochloride). As a reaction SMILES: [C:1]([C:5]1[N:6]=[C:7]([C:10]2[O:11][C:12]3[CH:18]=[CH:17][C:16]([O:19][CH2:20][C:21]4[CH:26]=[CH:25][CH:24]=[CH:23][C:22]=4[CH2:27]C#N)=[CH:15][C:13]=3[CH:14]=2)[S:8][CH:9]=1)([CH3:4])([CH3:3])[CH3:2].[OH-].[K+].[ClH:32].[C:33](=[O:36])([O-])[OH:34].[Na+]>COCCOCCO.[OH-].[Na+]>[ClH:32].[C:1]([C:5]1[N:6]=[C:7]([C:10]2[O:11][C:12]3[CH:18]=[CH:17][C:16]([O:19][CH2:20][C:21]4[CH:26]=[CH:25][CH:24]=[CH:23][C:22]=4[CH2:27][C:33]([OH:34])=[O:36])=[CH:15][C:13]=3[CH:14]=2)[S:8][CH:9]=1)([CH3:4])([CH3:3])[CH3:2] |f:1.2,4.5,7.8,9.10|. Procedure details: A mixture of 4-tert-butyl-2-[5-(2-cyanomethylphenylmethoxy)benzofuran-2-yl]thiazole (0.5 g) and 40% aqueous potassium hydroxide (10 ml) in diethylene glycol monomethyl ether (10 ml) was heated at 110-120° C. for 1.5 hours. After being cooled, the resulting solution was poured into ice-water, acidified with diluted aqueous hydrochloric acid and extracted with ethyl acetate. The organic layer was washed with brine, dried over magnesium sulfate and concentrated under reduced pressure to give crude ... The reactants are BrC1=C2CCC(C2=CC=C1)=O (4-Bromo-1-indanone), C1(=CC=CC=C1)S (thiophenol), tris(dibenzylideneacetone)palladium(0), C1(=CC=CC=C1)P(C1=CC=CC=2C(C3=CC=CC(=C3OC12)P(C1=CC=CC=C1)C1=CC=CC=C1)(C)C)C1=CC=CC=C1 (4,5-bis(diphenylphosphino)-9,9-dimethylxanthene), C(C)(C)N(C(C)C)CC (N,N-diisopropylethylamine). The solvent is O1CCOCC1 (dioxane). The product is C1(=CC=CC=C1)SC1=C2CCC(C2=CC=C1)=O (4-Phenylsulfanyl-indan-1-one). Reaction SMILES: Br[C:2]1[CH:10]=[CH:9][CH:8]=[C:7]2[C:3]=1[CH2:4][CH2:5][C:6]2=[O:11].[C:12]1([SH:18])[CH:17]=[CH:16][CH:15]=[CH:14][CH:13]=1.C1(P(C2C=CC=CC=2)C2C3OC4C(=CC=CC=4P(C4C=CC=CC=4)C4C=CC=CC=4)C(C)(C)C=3C=CC=2)C=CC=CC=1.C(N(CC)C(C)C)(C)C>O1CCOCC1>[C:12]1([S:18][C:2]2[CH:10]=[CH:9][CH:8]=[C:7]3[C:3]=2[CH2:4][CH2:5][C:6]3=[O:11])[CH:17]=[CH:16][CH:15]=[CH:14][CH:13]=1. Reported procedure: 4-Bromo-1-indanone (0.30 g), thiophenol (0.15 mL), tris(dibenzylideneacetone)palladium(0) (0.13 g), 4,5-bis(diphenylphosphino)-9,9-dimethylxanthene (0.082 g) and N,N-diisopropylethylamine (0.98 mL) are stirred in dioxane (1 mL) for 2 hours under microwave irradiation at 120° C. After removal of the solvent under vacuum the residue is purified by column chromatography (silica gel, cyclohexane:ethyl acetate 6:4) to give the desired material (0.34 g). LC (METHOD 5): tR=1.28 min; Mass spectrum: m/z=... Starting materials: N(=NC(=O)OCC)C(=O)OCC (diethyl azodicarboxylate), [Si](C)(C)(C(C)(C)C)OCC(CCOCP(OCC)(OCC)=O)O (diethyl 4-t-butyldimethylsilyloxy-3-hydroxybutoxymethylphosphonate), ON1C2=NC=NC(=C2N=C1)N1C(C=2C(C1=O)=CC=CC2)=O (9-hydroxy-6-phthalimidopurine), C1(=CC=CC=C1)P(C1=CC=CC=C1)C1=CC=CC=C1 (triphenylphosphine). Solvent: O1CCCC1 (tetrahydrofuran). Run at temperature 20 celsius, time 4 hour. The product is [Si](C)(C)(C(C)(C)C)OCC(CCOCP(=O)(OCC)OCC)ON1C2=NC=NC(=C2N=C1)N1C(C=2C(C1=O)=CC=CC2)=O (9-[1-(t-butyldimethylsilyloxy)-4-(diethoxyphosphorylmethoxy)but-2-oxy]-6-phthalimidopurine). Yield: 69.3%. As a reaction SMILES: [Si:1]([O:8][CH2:9][CH:10]([OH:23])[CH2:11][CH2:12][O:13][CH2:14][P:15](=[O:22])([O:19][CH2:20][CH3:21])[O:16][CH2:17][CH3:18])([C:4]([CH3:7])([CH3:6])[CH3:5])([CH3:3])[CH3:2].O[N:25]1[CH:33]=[N:32][C:31]2[C:26]1=[N:27][CH:28]=[N:29][C:30]=2[N:34]1[C:38](=[O:39])[C:37]2=[CH:40][CH:41]=[CH:42][CH:43]=[C:36]2[C:35]1=[O:44].C1(P(C2C=CC=CC=2)C2C=CC=CC=2)C=CC=CC=1.N(C(OCC)=O)=NC(OCC)=O>O1CCCC1>[Si:1]([O:8][CH2:9][CH:10]([O:23][N:25]1[CH:33]=[N:32][C:31]2[C:26]1=[N:27][CH:28]=[N:29][C:30]=2[N:34]1[C:35](=[O:44])[C:36]2=[CH:43][CH:42]=[CH:41][CH:40]=[C:37]2[C:38]1=[O:39])[CH2:11][CH2:12][O:13][CH2:14][P:15]([O:19][CH2:20][CH3:21])([O:16][CH2:17][CH3:18])=[O:22])([C:4]([CH3:7])([CH3:6])[CH3:5])([CH3:3])[CH3:2]. Procedure: A solution of diethyl 4-t-butyldimethylsilyloxy-3-hydroxybutoxymethylphosphonate (0.49 g, 1.31 mmol), 9-hydroxy-6-phthalimidopurine (0.5 g, 1.31 mmol) and triphenylphosphine (0.52 g, l.97 mmol) in dry tetrahydrofuran (50 ml) was stirred under nitrogen at O° C. during the addition of diethyl azodicarboxylate (0.31 ml, 1.97 mmol). The solution was then stirred at 20° C. for 4 h and evaporated in vacuo. The residue was chromatographed on silica, eluting with hexane-acetone 4:1, affording 9-[1-(t-bu... The reactants are CSC1=CC=C(C=C1)O (4-(Methylthio)phenol), BrCCBr (1,2-dibromethane), alkali metal base, [Na] (sodium), [OH-].[K+] (potassium hydroxide), C(C)(C)N (isopropylamine), BrCCC1=C(SC=C1C)OC=1SC=C(C1CCBr)C (2-bromoethyl-4-methylthiophenyl ether). The product is CC(C)NCCOC1=CC=C(C=C1)SC (N-(1-Methylethyl)-2-[4-(methylthio)phenoxy]ethanamine). As a reaction SMILES: [CH3:1][S:2][C:3]1[CH:8]=[CH:7][C:6]([OH:9])=[CH:5][CH:4]=1.Br[CH2:11][CH2:12]Br.[Na].[OH-].[K+].BrCCC1C(C)=CSC=1OC1SC=C(C)C=1CCBr.[CH:36]([NH2:39])([CH3:38])[CH3:37]>>[CH3:37][CH:36]([NH:39][CH2:11][CH2:12][O:9][C:6]1[CH:7]=[CH:8][C:3]([S:2][CH3:1])=[CH:4][CH:5]=1)[CH3:38] |f:3.4,^1:13|. Procedure details: 4-(Methylthio)phenol is reacted with a large excess of 1,2-dibromethane in the presence of an alkali metal base such as sodium or potassium hydroxide. The product of that reaction, 2-bromoethyl-4-methylthiophenyl ether, is then reacted with isopropylamine as in Preparation 1 to give the title compound. Product: COc1cccc(CCCCCCC(O)c2ncc(I)o2)c1. Starting materials: COc1cccc(CCCCCCC(O[Si](C)(C)C(C)(C)C)c2ncc(I)o2)c1, CCCC[N+](CCCC)(CCCC)CCCC, CCOC(C)=O, [F-], C1CCOC1. RXN SMILES: [C:1]([Si:2]([CH3:3])([CH3:4])[O:6][CH:7]([CH2:8][CH2:9][CH2:10][CH2:11][CH2:12][CH2:13][c:14]1[cH:15][c:16]([O:20][CH3:21])[cH:17][cH:18][cH:19]1)[c:22]1[o:23][c:24]([I:27])[cH:25][n:26]1)([CH3:5])([CH3:28])[CH3:29].[CH3:31][CH2:32][CH2:33][CH2:34][N+:35]([CH2:36][CH2:37][CH2:38][CH3:39])([CH2:40][CH2:41][CH2:42][CH3:43])[CH2:44][CH2:45][CH2:46][CH3:47].[CH3:48][CH2:49][O:50][C:51](=[O:52])[CH3:53].[F-:30].[O:54]1[CH2:55][CH2:56][CH2:57][CH2:58]1>>[OH:6][CH:7]([CH2:8][CH2:9][CH2:10][CH2:11][CH2:12][CH2:13][c:14]1[cH:15][c:16]([O:20][CH3:21])[cH:17][cH:18][cH:19]1)[c:22]1[o:23][c:24]([I:27])[cH:25][n:26]1. The reactants are NC1=C(C(=O)N(N)S(=O)(=O)C)C=C(C(=C1)C(F)(F)F)[N+](=O)[O-] (N-(2-amino-5-nitro-4-trifluoromethyl-benzoyl)-methanesulfonhydrazide), O.O.[Sn](Cl)Cl (tin(II) chloride dihydrate), N (ammonia). Run in Cl (hydrochloric acid). Conditions: time 20 minute. The product is NC1=C(C(=O)N(N)S(=O)(=O)C)C=C(C(=C1)C(F)(F)F)N (N-(2,5-diamino-4-trifluoromethyl-benzoyl)-methanesulfonhydrazide), hydrochloride salt. Reaction SMILES: [NH2:1][C:2]1[CH:15]=[C:14]([C:16]([F:19])([F:18])[F:17])[C:13]([N+:20]([O-])=O)=[CH:12][C:3]=1[C:4]([N:6]([S:8]([CH3:11])(=[O:10])=[O:9])[NH2:7])=[O:5].O.O.[Sn](Cl)Cl.N>Cl>[NH2:1][C:2]1[CH:15]=[C:14]([C:16]([F:19])([F:17])[F:18])[C:13]([NH2:20])=[CH:12][C:3]=1[C:4]([N:6]([S:8]([CH3:11])(=[O:10])=[O:9])[NH2:7])=[O:5] |f:1.2.3|. Procedure: To a solution of 80 mg (0.23 mmol) of N-(2-amino-5-nitro-4-trifluoromethyl-benzoyl)-methanesulfonhydrazide in 1.5 ml of conc. hydrochloric acid, 270 mg (1.17 mmol) of tin(II) chloride dihydrate is added and the mixture is stirred at room temperature for 20 min. The mixture is neutralized at 0° C. with an aqueous solution of ammonia. The product is extracted with ethyl acetate. The combined organic fractions are dried, evaporated and purified by flash-master chromatography (0-70% gradient cyclohe... Reactants: C([O-])(O)=O.[Na+] (sodium bicarbonate), C1(=CC=CC=C1)C(OC1CCN(CC1)CCCN)C1=CC=CC=C1 (4-(diphenylmethoxy)-1-piperidinepropanamine), C(C)OC(CNC(=O)C1=NN2N=C(C=CC2=N1)Cl)=O (N-(6-chloro[1,2,4]triazolo[1,5-b]pyridazine-2-carbonyl)glycine ethyl ester), C(C)N(C(C)C)C(C)C (N-ethyldiisopropylamine). The solvent is CN(C=O)C (N,N-dimethylformamide). Conditions: time 28 hour. Yields the product C(C)OC(CNC(=O)C1=NN2N=C(C=CC2=N1)NCCCN1CCC(CC1)OC(C1=CC=CC=C1)C1=CC=CC=C1)=O (N-[6-[3-[4-(diphenylmethoxy)piperidino]propylamino][1,2,4]triazolo[1,5-b]pyridazine-2-carbonyl]glycine ethyl ester). The yield is 39.8%. Reaction SMILES: [C:1]1([CH:7]([C:19]2[CH:24]=[CH:23][CH:22]=[CH:21][CH:20]=2)[O:8][CH:9]2[CH2:14][CH2:13][N:12]([CH2:15][CH2:16][CH2:17][NH2:18])[CH2:11][CH2:10]2)[CH:6]=[CH:5][CH:4]=[CH:3][CH:2]=1.[CH2:25]([O:27][C:28](=[O:43])[CH2:29][NH:30][C:31]([C:33]1[N:41]=[C:40]2[N:35]([N:36]=[C:37](Cl)[CH:38]=[CH:39]2)[N:34]=1)=[O:32])[CH3:26].C(N(C(C)C)C(C)C)C.C(=O)(O)[O-].[Na+]>CN(C)C=O>[CH2:25]([O:27][C:28](=[O:43])[CH2:29][NH:30][C:31]([C:33]1[N:41]=[C:40]2[N:35]([N:36]=[C:37]([NH:18][CH2:17][CH2:16][CH2:15][N:12]3[CH2:13][CH2:14][CH:9]([O:8][CH:7]([C:1]4[CH:2]=[CH:3][CH:4]=[CH:5][CH:6]=4)[C:19]4[CH:24]=[CH:23][CH:22]=[CH:21][CH:20]=4)[CH2:10][CH2:11]3)[CH:38]=[CH:39]2)[N:34]=1)=[O:32])[CH3:26] |f:3.4|. Reported procedure: 1.41 g of 4-(diphenylmethoxy)-1-piperidinepropanamine and 1.23 g of N-(6-chloro[1,2,4]triazolo[1,5-b]pyridazine-2-carbonyl)glycine ethyl ester were dissolved in 17 ml of N,N-dimethylformamide; 1.50 ml of N-ethyldiisopropylamine was added, followed by stirring at room temperature for 28 hours, then at 60° C. for 19 hours. After cooling, aqueous sodium bicarbonate was added, followed by extraction with ethyl acetate-tetrahydrofuran (1:1); the extract was dried with magnesium sulfate. The dry produ... Starting materials: N[C@H](CS)C(=O)O (D-cysteine), C(C)OC(OCC)OCC (triethylorthoformate). Run in C(C)O (ethyl alcohol). Reaction conditions: temperature 70 celsius. The product is C(C)OC([C@H](N)CS)=O (D-cysteine ethyl ester). The yield is 109.6%. As a reaction SMILES: [NH2:1][C@@H:2]([C:5]([OH:7])=[O:6])[CH2:3][SH:4].[CH2:8](OC(OCC)OCC)[CH3:9]>C(O)C>[CH2:8]([O:6][C:5](=[O:7])[C@@H:2]([CH2:3][SH:4])[NH2:1])[CH3:9]. Procedure: To a suspension of D-cysteine 1.5 hydrate hydrochloride (Q-1, Scheme Q where RQ-1 and RQ-1 are equal to hydrogen, RQ-3 is hydrogen and stereochemistry is (S)) (5 g, 27.1 mmol) in absolute ethyl alcohol (50 mL) was added triethylorthoformate (13.5 mL, 81.2 mmol) at ambient temperature. A stream of anhydrous HCl gas was bubbled through the solution for 30 min. The stream of anhydrous HCl gas was maintained as the mixture heated to 70° C. for 2 h. The reaction mixture was concentrated in vacuo and ... Reactants: C(C)(C)(C)OC(=O)N1CCS(C2C(C1)(NC(=C(C2C2=C(C(=CC=C2)Cl)Cl)C(=O)OCCO)C)O)(=O)=O (2-Hydroxyethyl 4-t-butyloxycarbonyl-9-(2,3-dichlorophenyl)-1,1-dioxo-5a-hydroxy-2,3,4,5,5a,6,9,9a-octahydro-7-methylpyrido[2,3-f][1,4]thiazepine-8-carboxylate), C(C)(=O)OC(C)=O (acetic anhydride). Solvent: N1=CC=CC=C1 (pyridine). Reaction conditions: temperature 0 celsius, time 90 minute. Yields the product ClC1=C(C=CC=C1Cl)C1C(=C(NC=2CNCCS(C21)(=O)=O)C)C(=O)OCCOC(C)=O (2-Acetoxyethyl 9-(2,3-Dichlorophenyl) -1,1-dioxo-2,3,4,5,6,9-hexahydro-7-methylpyrido [2,3-f][1,4]thiazepine-8-carboxylate). Yield: 89.0%. Reaction SMILES: C(OC([N:8]1[CH2:14][C:13]2(O)[NH:15][C:16]([CH3:33])=[C:17]([C:27]([O:29][CH2:30][CH2:31][OH:32])=[O:28])[CH:18]([C:19]3[CH:24]=[CH:23][CH:22]=[C:21]([Cl:25])[C:20]=3[Cl:26])[CH:12]2[S:11](=[O:36])(=[O:35])[CH2:10][CH2:9]1)=O)(C)(C)C.[C:37](OC(=O)C)(=[O:39])[CH3:38]>N1C=CC=CC=1>[Cl:26][C:20]1[C:21]([Cl:25])=[CH:22][CH:23]=[CH:24][C:19]=1[CH:18]1[C:12]2[S:11](=[O:35])(=[O:36])[CH2:10][CH2:9][NH:8][CH2:14][C:13]=2[NH:15][C:16]([CH3:33])=[C:17]1[C:27]([O:29][CH2:30][CH2:31][O:32][C:37](=[O:39])[CH3:38])=[O:28]. Procedure: 2-Hydroxyethyl 4-t-butyloxycarbonyl-9-(2,3-dichlorophenyl)-1,1-dioxo-5a-hydroxy-2,3,4,5,5a,6,9,9a-octahydro-7-methylpyrido[2,3-f][1,4]thiazepine-8-carboxylate (0.500 g, 0.97 mmole) from Example 18, was dissolved in 5 mL of pyridine and 5mL of acetic anhydride, and stirred for 2 hours. The solvents were removed under reduced pressure, and the residue was slurried in 25 mL of ethyl acetate and cooled to 0° C., after which the mixture was saturated with gaseous HCl. After 90 minutes, the reaction w...